From a dataset of the Open Reaction Database (ORD), a public repository of structured organic reaction records. describe an organic reaction: reactants, conditions, products, and yield Reactants: Cl (HCl), mixture, COC1=C(N(C(=N1)C1=CC(=CC=C1)OC(F)(F)F)C)C=O (5-methoxy-3-methyl-2-(3-trifluoromethoxy-phenyl)-3H-imidazole-4-carbaldehyde), COC(=O)C=1N(C(=NC1OC)C1=CC(=CC=C1)OC(F)(F)F)C (5-methoxy-3-methyl-2-(3-trifluoromethoxy-phenyl)-3H-imidazole-4-carboxylic acid methyl ester), [Li+].[OH-] (LiOH). Run in C1CCOC1.CO (THF MeOH). Reaction conditions: time 34 day. The product is COC1=C(N(C(=N1)C1=CC(=CC=C1)OC(F)(F)F)C)C(=O)O (5-Methoxy-3-methyl-2-(3-trifluoromethoxy-phenyl)-3H-imidazole-4-carboxylic acid). As a reaction SMILES: COC1N=C(C2C=CC=C(OC(F)(F)F)C=2)N(C)C=1C=O.C[O:23][C:24]([C:26]1[N:27]([CH3:44])[C:28]([C:33]2[CH:38]=[CH:37][CH:36]=[C:35]([O:39][C:40]([F:43])([F:42])[F:41])[CH:34]=2)=[N:29][C:30]=1[O:31][CH3:32])=[O:25].[Li+].[OH-].Cl>C1COCC1.CO>[CH3:32][O:31][C:30]1[N:29]=[C:28]([C:33]2[CH:38]=[CH:37][CH:36]=[C:35]([O:39][C:40]([F:41])([F:42])[F:43])[CH:34]=2)[N:27]([CH3:44])[C:26]=1[C:24]([OH:25])=[O:23] |f:2.3,5.6|. Procedure: A stirred solution of 0.27 g of a mixture of 5-methoxy-3-methyl-2-(3-trifluoromethoxy-phenyl)-3H-imidazole-4-carbaldehyde and 5-methoxy-3-methyl-2-(3-trifluoromethoxy-phenyl)-3H-imidazole-4-carboxylic acid methyl ester (ca. 1:1) in 10 ml of THF/MeOH 1:1 was treated with 0.49 ml (0.5 mmol) of a LiOH solution (1.0 molar in H2O) and the mixture was stirred for 34 days at RT. It was then poured into crashed ice, acidified with HCl (1.0 N) and extracted twice with MeCl2; the organic phases were washe... Reactants: FC1(C(C1)CN1S(N(C2=NC(=CC=C21)C=2CC1C(CNC1)C2)C)(=O)=O)F (1-[(2,2-Difluorocyclopropyl)methyl]-5-(1,2,3,3a,4,6a-hexahydrocyclo-penta-[c]pyrrol-5-yl)-3-methyl-1,3-dihydro[1,2,5]thiadiazolo[3,4-b]pyridine 2,2-dioxide). The reagents and catalysts are [Pd] (palladium(0)). Solvent: CO (methanol). Run at time 30 minute. Product: FC1(C(C1)CN1S(N(C2=NC(=CC=C21)C2CC1C(CNC1)C2)C)(=O)=O)F (1-[(2,2-Difluorocyclopropyl)methyl]-3-methyl-5-(octahydrocyclopenta[c]-pyrrol-5-yl)-1,3-dihydro[1,2,5]thiadiazolo[3,4-b]pyridine 2,2-dioxide). As a reaction SMILES: [F:1][C:2]1([F:26])[CH2:4][CH:3]1[CH2:5][N:6]1[C:14]2[C:9](=[N:10][C:11]([C:15]3[CH2:16][CH:17]4[CH2:21][NH:20][CH2:19][CH:18]4[CH:22]=3)=[CH:12][CH:13]=2)[N:8]([CH3:23])[S:7]1(=[O:25])=[O:24]>[Pd].CO>[F:26][C:2]1([F:1])[CH2:4][CH:3]1[CH2:5][N:6]1[C:14]2[C:9](=[N:10][C:11]([CH:15]3[CH2:16][CH:17]4[CH2:21][NH:20][CH2:19][CH:18]4[CH2:22]3)=[CH:12][CH:13]=2)[N:8]([CH3:23])[S:7]1(=[O:25])=[O:24]. Procedure details: 1-[(2,2-Difluorocyclopropyl)methyl]-5-(1,2,3,3a,4,6a-hexahydrocyclo-penta-[c]pyrrol-5-yl)-3-methyl-1,3-dihydro[1,2,5]thiadiazolo[3,4-b]pyridine 2,2-dioxide (24-2, 100 mg, 0.26 mmol, 1.0 equiv) was added to anhydrous methanol (2.6 mL). To this solution was added 10% palladium(0) on carbon (55.7 mg, 0.052 mmol, 0.2 equiv) to give a black suspension. The reaction flask was evacuated and back-filled with hydrogen from a balloon. This process was repeated an additional 2 times. The resulting mixture ... The reactants are BrCCCCCCC=C (8-bromo-1-octene), [BH4-].[Na+] (sodium borohydride), O=[O+][O-] (O3). The solvent is CO (MeOH), C(Cl)Cl (CH2Cl2). Conditions: temperature -50 celsius, time 10 minute. The product is BrCCCCCCCO (7-bromo-1-heptanol). Isolated yield 72.0%. As a reaction SMILES: [Br:1][CH2:2][CH2:3][CH2:4][CH2:5][CH2:6][CH2:7][CH:8]=C.[O:10]=[O+][O-].[BH4-].[Na+]>CO.C(Cl)Cl>[Br:1][CH2:2][CH2:3][CH2:4][CH2:5][CH2:6][CH2:7][CH2:8][OH:10] |f:2.3|. Procedure details: A solution of 8-bromo-1-octene (5.0 g, 26 mmol) in a mixture of 25 mL of MeOH and 5 mL of CH2Cl2 was cooled to -50° C. and treated with O3 until a blue color persisted (45 min) and then for an additional 10 min. The mixture, at -40° C., was purged with N2 for 10 min, allowed to warm to -20° C., under N2, and kept at -20° C. while 1.3 g (34 mmol) of sodium borohydride was added in portions over 30 min (evolution of H2 was evident at each addition). The mixture was stirred 30 min more at -20° C. a... Reactants: C1(CCCC1)C=C1COC2=CC(=CC=C2C1=O)C(=O)OC (methyl 3-(cyclopentylmethylene)-4-oxochroman-7-carboxylate), 31, Cl.N(N)C1=CC=C(C#N)C=C1 (4-hydrazinylbenzonitrile hydrochloride). The product is C(#N)C1=CC=C(C=C1)N1N=C2C(C1C1CCCC1)COC=1C=C(C=CC12)C(=O)O (2-(4-Cyanophenyl)-3-cyclopentyl-2,3,3a,4-tetrahydrochromeno[4,3-c]pyrazole-7-carboxylic acid). RXN SMILES: [CH:1]1([CH:6]=[C:7]2[C:16](=O)[C:15]3[C:10](=[CH:11][C:12]([C:18]([O:20]C)=[O:19])=[CH:13][CH:14]=3)[O:9][CH2:8]2)[CH2:5][CH2:4][CH2:3][CH2:2]1.Cl.[NH:23]([C:25]1[CH:32]=[CH:31][C:28]([C:29]#[N:30])=[CH:27][CH:26]=1)[NH2:24]>>[C:29]([C:28]1[CH:31]=[CH:32][C:25]([N:23]2[CH:6]([CH:1]3[CH2:2][CH2:3][CH2:4][CH2:5]3)[CH:7]3[CH2:8][O:9][C:10]4[CH:11]=[C:12]([C:18]([OH:20])=[O:19])[CH:13]=[CH:14][C:15]=4[C:16]3=[N:24]2)=[CH:26][CH:27]=1)#[N:30] |f:1.2|. Procedure: The title compound was prepared from methyl 3-(cyclopentylmethylene)-4-oxochroman-7-carboxylate; Preparation 31 (286 mg, 1.0 mmol) and 4-hydrazinylbenzonitrile hydrochloride (Aldrich; 254 mg, 1.5 mmol) according to Method B and Method C. 2-(4-Cyanophenyl)-3-cyclopentyl-2,3,3a,4-tetrahydrochromeno[4,3-c]pyrazole-7-carboxylic acid was obtained (yellow solid, 142 mg, 0.367 mmol, 37% yield). The title compound was largely present as (±)-(3RS,3aSR)-2-(4-cyanophenyl)-3-cyclopentyl-2,3,3a,4-tetrahydroc...